Dataset: the Open Reaction Database (ORD), a public repository of structured organic reaction records. Task: describe an organic reaction: reactants, conditions, products, and yield Starting materials: N(C1=CC=CC=C1)C1=C(C(=O)OCC)CC(=C(C1)C(=O)OCC)NC1=CC=CC=C1 (diethyl 2,5-dianilino-3,6-dihydroterephthalate). The solvent is O (water). The product is C1=CC=C2C(=C1)C(=O)C3=CC4=C(C=C3N2)C(=O)C5=CC=CC=C5N4 (quinacridone). Isolated yield 95.3%. RXN SMILES: [NH:1]([C:8]1[CH2:18][C:17]([C:19](OCC)=[O:20])=[C:16]([NH:24][C:25]2[CH:30]=[CH:29][CH:28]=[CH:27][CH:26]=2)[CH2:15][C:9]=1[C:10](OCC)=[O:11])[C:2]1[CH:7]=[CH:6][CH:5]=[CH:4][CH:3]=1>O>[CH:28]1[CH:29]=[C:30]2[C:19]([C:17]3[C:16]([NH:24][C:25]2=[CH:26][CH:27]=1)=[CH:15][C:9]1[C:10]([C:3]2[C:2]([NH:1][C:8]=1[CH:18]=3)=[CH:7][CH:6]=[CH:5][CH:4]=2)=[O:11])=[O:20]. Procedure: A suspension of 250 g of diethyl 2,5-dianilino-3,6-dihydroterephthalate in 1 l of water was metered at 650° C. in the course of 1 hour in a nitrogen stream (1.5 m3) through a one-material nozzle into a tubular reactor (50 mm in diameter, 300 mm in length) in a axial direction. Using a wet collector, 183 g of quinacridone were isolated. The reactants are ClC=1C=C(C(=CC1)N[C@H]1CS(CC1)(=O)=O)N (4-chloro-N—((R)-1,1-dioxo-tetrahydro-1λ6-thiophen-3-yl)-benzene-1,2-diamine), FC(CCN)(F)F (3,3,3-trifluoropropan-1-amine). Yields the product ClC=1C=C(C(=CC1)NCCC(F)(F)F)N (4-Chloro-N1-(3,3,3-trifluoropropyl)benzene-1,2-diamine). As a reaction SMILES: [Cl:1][C:2]1[CH:3]=[C:4]([NH2:16])[C:5](N[C@@H]2CCS(=O)(=O)C2)=[CH:6][CH:7]=1.[F:17][C:18]([F:23])([F:22])[CH2:19][CH2:20][NH2:21]>>[Cl:1][C:2]1[CH:3]=[C:4]([NH2:16])[C:5]([NH:21][CH2:20][CH2:19][C:18]([F:23])([F:22])[F:17])=[CH:6][CH:7]=1. Procedure: 4-Chloro-N1-(3,3,3-trifluoropropyl)benzene-1,2-diamine was prepared in analogy to 4-chloro-N—((R)-1,1-dioxo-tetrahydro-1λ6-thiophen-3-yl)-benzene-1,2-diamine in Example 2-1 by using 3,3,3-trifluoropropan-1-amine instead of (R)-1,1-dioxo-tetrahydro-1λ6-thiophen-3-ylamine.